From a dataset of the Open Reaction Database (ORD), a public repository of structured organic reaction records. describe an organic reaction: reactants, conditions, products, and yield Procedure details: In like manner to the preparation of 5-fluoro-N4-(3-hydroxyphenyl)-N2-[4-(3-phenyl-1,2,4-oxadiazol-5-yl)methyleneoxyphenyl]-2,4-pyrimidinediamine, 2-chloro-N4-(3,4-ethylenedioxyphenyl)-5-fluoro-4-pyrimidineamine and 2-fluoro-5-methylaniline were reacted to provide N4-(3,4-ethylenedioxyphenyl)-5-fluoro-N2-(2-fluoro-5-methylphenyl)-2,4-pyrimidinediamine. 1H NMR (CDCl3): δ 8.11 (dd, 1H, J=1.8 and 8.1 Hz), 7.94 (d, 1H, J=2.7 Hz), 7.08–6.84 (m, 4H), 6.74–6.67 (m, 1H), 6.64–6.59 (m, 1H), 4.27 (s, 4H),... RXN SMILES: Cl[C:2]1[N:7]=[C:6]([NH:8][C:9]2[CH:14]=[CH:13][C:12]3[O:15][CH2:16][CH2:17][O:18][C:11]=3[CH:10]=2)[C:5]([F:19])=[CH:4][N:3]=1.[F:20][C:21]1[CH:27]=[CH:26][C:25]([CH3:28])=[CH:24][C:22]=1[NH2:23]>>[CH2:17]1[CH2:16][O:15][C:12]2[CH:13]=[CH:14][C:9]([NH:8][C:6]3[C:5]([F:19])=[CH:4][N:3]=[C:2]([NH:23][C:22]4[CH:24]=[C:25]([CH3:28])[CH:26]=[CH:27][C:21]=4[F:20])[N:7]=3)=[CH:10][C:11]=2[O:18]1. Starting materials: ClC1=NC=C(C(=N1)NC1=CC2=C(C=C1)OCCO2)F (2-chloro-N4-(3,4-ethylenedioxyphenyl)-5-fluoro-4-pyrimidineamine), FC1=C(N)C=C(C=C1)C (2-fluoro-5-methylaniline). Yields the product C1OC=2C=C(C=CC2OC1)NC1=NC(=NC=C1F)NC1=C(C=CC(=C1)C)F (N4-(3,4-ethylenedioxyphenyl)-5-fluoro-N2-(2-fluoro-5-methylphenyl)-2,4-pyrimidinediamine). Reactants: BrBr, CC(=O)Nc1c(C(C)=O)c(=O)n(C)c2nc(-c3ccc(Cl)cc3Cl)c(-c3ccc(Cl)cc3)cc12, C1COCCO1, CC(=O)O, CCOC(C)=O. The product is CC(=O)Nc1c(C(=O)CBr)c(=O)n(C)c2nc(-c3ccc(Cl)cc3Cl)c(-c3ccc(Cl)cc3)cc12. As a reaction SMILES: [Br:39][Br:40].[C:1]([CH3:2])(=[O:3])[c:4]1[c:5](=[O:34])[n:6]([CH3:33])[c:7]2[n:8][c:9](-[c:25]3[c:26]([Cl:32])[cH:27][c:28]([Cl:31])[cH:29][cH:30]3)[c:10](-[c:18]3[cH:19][cH:20][c:21]([Cl:24])[cH:22][cH:23]3)[cH:11][c:12]2[c:13]1[NH:14][C:15]([CH3:16])=[O:17].[CH2:41]1[O:42][CH2:43][CH2:44][O:45][CH2:46]1.[CH3:35][C:36](=[O:37])[OH:38].[CH3:47][CH2:48][O:49][C:50]([CH3:51])=[O:52]>>[C:1]([CH2:2][Br:39])(=[O:3])[c:4]1[c:5](=[O:34])[n:6]([CH3:33])[c:7]2[n:8][c:9](-[c:25]3[c:26]([Cl:32])[cH:27][c:28]([Cl:31])[cH:29][cH:30]3)[c:10](-[c:18]3[cH:19][cH:20][c:21]([Cl:24])[cH:22][cH:23]3)[cH:11][c:12]2[c:13]1[NH:14][C:15]([CH3:16])=[O:17]. Reactants: CI (Methyl iodide), C(C)(C)NC(C)C (diisopropylamine), C(CCC)[Li] (n-butyllithium), CN(C(=O)CCCC=1C=C2C(=CN(C2=CC1)CCC)CC1=C(C=C(C(=O)O)C=C1)OC)C (4-[5-[3-(dimethylcarbamoyl)propyl]-1-propylindol-3-ylmethyl]-3-methoxybenzoic acid). The solvent is O1CCCC1 (tetrahydrofuran), O1CCCC1 (tetrahydrofuran). Conditions: time 15 minute. The product is COC=1C=C(C(=O)O)C=CC1 (3methoxybenzoic acid). The yield is 222.7%. RXN SMILES: C(NC(C)C)(C)C.C([Li])CCC.CN(C)C(CCCC1C=C2C(=CC=1)N(CCC)C=C2C[C:33]1[CH:41]=[CH:40][C:36]([C:37]([OH:39])=[O:38])=[CH:35][C:34]=1[O:42][CH3:43])=O.CI>O1CCCC1>[CH3:43][O:42][C:34]1[CH:35]=[C:36]([CH:40]=[CH:41][CH:33]=1)[C:37]([OH:39])=[O:38]. Procedure details: To a mixture of diisopropylamine (2.92 ml) and tetrahydrofuran (17.5 ml), at -78°, under nitrogen, was added 1.17 M n-butyllithium (16.3 ml). After stirring for 15 min, a solution of 4-[5-[3-(dimethylcarbamoyl)propyl]-1-propylindol-3-ylmethyl]-3-methoxybenzoic acid (3.8 g) in tetrahydrofuran (50 ml) was added. The reaction was allowed to warmed to -30° and stirred for 45 min. Methyl iodide (2.71 ml) was added and the mixture stirred for 90 min. The reaction was quenched with saturated ammonium c... The reactants are ClC1=C2C(=NC=N1)NN=C2 (4-Chloro-1H-pyrazolo[3,4-d]pyrimidine), Cl.[N+](=O)([O-])C=1C=C(C=CC1)C=1N=C(NC1)C1CCNCC1 (4-[4-(3-Nitro-phenyl)-1H-imidazol-2-yl]-piperidine hydrochloride salt), C(C)(C)O (isopropyl alcohol), C(C)(C)N(CC)C(C)C (diisopropylethylamine). Reaction conditions: temperature 70 celsius. Yields the product [N+](=O)([O-])C=1C=C(C=CC1)C=1N=C(NC1)C1CCN(CC1)C1=C2C(=NC=N1)NN=C2 (4-{4-[4-(3-Nitro-phenyl)-1H-imidazol-2-yl]-piperidin-1-yl}-1H-pyrazolo[3,4-d]-pyrimidine). RXN SMILES: Cl[C:2]1[N:7]=[CH:6][N:5]=[C:4]2[NH:8][N:9]=[CH:10][C:3]=12.Cl.[N+:12]([C:15]1[CH:16]=[C:17]([C:21]2[N:22]=[C:23]([CH:26]3[CH2:31][CH2:30][NH:29][CH2:28][CH2:27]3)[NH:24][CH:25]=2)[CH:18]=[CH:19][CH:20]=1)([O-:14])=[O:13].C(O)(C)C.C(N(C(C)C)CC)(C)C>>[N+:12]([C:15]1[CH:16]=[C:17]([C:21]2[N:22]=[C:23]([CH:26]3[CH2:31][CH2:30][N:29]([C:2]4[N:7]=[CH:6][N:5]=[C:4]5[NH:8][N:9]=[CH:10][C:3]=45)[CH2:28][CH2:27]3)[NH:24][CH:25]=2)[CH:18]=[CH:19][CH:20]=1)([O-:14])=[O:13] |f:1.2|. Reported procedure: Place 4-Chloro-1H-pyrazolo[3,4-d]pyrimidine (150 mg; 1.16 equiv; 970.50 μmoles; 150.00 mg), and 4-[4-(3-Nitro-phenyl)-1H-imidazol-2-yl]-piperidine hydrochloride salt (258 mg 1.00 equiv; 835.58 μmoles; 258.00 mg) in a microwave vial and dissolve in isopropyl alcohol (3 mL; 39.24 mmoles; 3.00 mL) and add diisopropylethylamine (0.5 mL; 2.87 mmoles; 500.00 μL). Heat the mixture to 70° C. in a Emrys Optimizer microwave for 1 hour while stirring. Filter, and concentrate filtrate to an oil. Combine sol... Reactants: CN(C)C[C@H]1[C@@H](C2=CC=CC=C2CC1)O (TRANS-1,2,3,4-tetrahydro-2-(N,N-dimethylaminomethyl)naphthalen-1-ol), C1(=CC=CC=C1)P(C1=CC=CC=C1)C1=CC=CC=C1 (triphenyl phosphine), COC1=C(C=CC=C1)O (2-methoxyphenol). Solvent: C1=CC=CC=C1 (benzene), C1=CC=CC=C1 (benzene). Run at time 2 hour. Product: COC1=C(O[C@H]2[C@@H](CCC3=CC=CC=C23)CN(C)C)C=CC=C1 (TRANS-1,2,3,4-tetrahydro-1-(2-methoxyphenoxy)-N,N-dimethyl-2-naphthalenemethanamine). As a reaction SMILES: [CH3:1][N:2]([CH2:4][C@@H:5]1[CH2:14][CH2:13][C:12]2[C:7](=[CH:8][CH:9]=[CH:10][CH:11]=2)[C@H:6]1[OH:15])[CH3:3].C1(P(C2C=CC=CC=2)C2C=CC=CC=2)C=CC=CC=1.[CH3:35][O:36][C:37]1[CH:42]=[CH:41][CH:40]=[CH:39][C:38]=1O>C1C=CC=CC=1>[CH3:35][O:36][C:37]1[CH:42]=[CH:41][CH:40]=[CH:39][C:38]=1[O:15][C@@H:6]1[C:7]2[C:12](=[CH:11][CH:10]=[CH:9][CH:8]=2)[CH2:13][CH2:14][C@H:5]1[CH2:4][N:2]([CH3:1])[CH3:3]. Procedure details: A mixture of 8.21 g (0.04M) of TRANS-1,2,3,4-tetrahydro-2-(N,N-dimethylaminomethyl)naphthalen-1-ol, 11.54 g (0.044M) of triphenyl phosphine, 5.46 g (0.044M) of 2-methoxyphenol and 100 ml of benzene was stirred and a solution of 7.83 g (0.004M) of 95% diethyl azodicatrboxylate in 25 ml of benzene was added dropwise over 45 minutes. After 2 hours, the mixture was filtered and extracted with cold 3% hydrochloric acid. The acid extracts were made basic with dilute sodium hydroxide and the oil which ... Reactants: FC=1C=C(C=CC1)C1C(NC(O1)=O)CC1=CC=C(C=C1)C(F)(F)F ((4RS,5SR)-5-(3-fluorophenyl)-4-((4-(trifluoromethyl)phenyl)methyl)-1,3-oxazolidin-2-one), [OH-].[Na+] (sodium hydroxide). Run in C(C)O (ethanol). The product is NC(C(O)C1=CC(=CC=C1)F)CC1=CC=C(C=C1)C(F)(F)F ((1RS,2SR)-2-amino-1-(3-fluorophenyl)-3-(4-(trifluoromethyl)phenyl)-1-propanol). Yield: 84.1%. Reaction SMILES: [F:1][C:2]1[CH:3]=[C:4]([CH:8]2[O:12]C(=O)[NH:10][CH:9]2[CH2:14][C:15]2[CH:20]=[CH:19][C:18]([C:21]([F:24])([F:23])[F:22])=[CH:17][CH:16]=2)[CH:5]=[CH:6][CH:7]=1.[OH-].[Na+]>C(O)C>[NH2:10][CH:9]([CH2:14][C:15]1[CH:16]=[CH:17][C:18]([C:21]([F:24])([F:22])[F:23])=[CH:19][CH:20]=1)[CH:8]([C:4]1[CH:5]=[CH:6][CH:7]=[C:2]([F:1])[CH:3]=1)[OH:12] |f:1.2|. Procedure details: To a solution of (4RS,5SR)-5-(3-fluorophenyl)-4-((4-(trifluoromethyl)phenyl)methyl)-1,3-oxazolidin-2-one (7.0 g, 20.6 mmol) in ethanol (100 ml) was added 8N aqueous sodium hydroxide solution (12.9 ml, 103 mmol) and the mixture was heated under reflux for 4 hrs. The reaction solution was concentrated, diluted with water (300 ml) and extracted with ethyl acetate (300 ml×2). The extract was washed with saturated brine, dried over anhydrous magnesium sulfate and evaporated under reduced pressure. Th...